Dataset: the Open Reaction Database (ORD), a public repository of structured organic reaction records. Task: describe an organic reaction: reactants, conditions, products, and yield Reactants: COCC(NC(=O)OC(C)(C)C)C(=O)NCc1ccccc1, [NH-]Cc1ccccc1, ClCCl, Cl. Product: COCC(N)C(=O)NCc1ccccc1. RXN SMILES: [CH2:1]([c:2]1[cH:3][cH:4][cH:5][cH:6][cH:7]1)[NH:8][C:9]([CH:10]([CH2:11][O:12][CH3:13])[NH:14][C:15](=[O:16])[O:17][C:18]([CH3:19])([CH3:20])[CH3:21])=[O:22].[CH2:23]([NH-:24])[c:25]1[cH:26][cH:27][cH:28][cH:29][cH:30]1.[Cl:32][CH2:33][Cl:34].[ClH:31]>>[CH2:1]([c:2]1[cH:3][cH:4][cH:5][cH:6][cH:7]1)[NH:8][C:9]([CH:10]([CH2:11][O:12][CH3:13])[NH2:14])=[O:22].